From a dataset of the Open Reaction Database (ORD), a public repository of structured organic reaction records. describe an organic reaction: reactants, conditions, products, and yield The reactants are COC=1C=C(C(=O)N2CC(CC2)(CCS(=O)(=O)C)C2=CC(=C(C=C2)OC)OC)C=C(C1OC)OC (1-(3,4,5-trimethoxy-benzoyl)-3-(3,4-dimethoxy-phenyl)-3-(2-methanesulfonyl-ethyl)-pyrrolidine), C(C)(=O)OCC.CO (ethyl acetate methanol), FC1=CC=C(CN2C(=NC3=C2C=CC=C3)C(=O)C3CCNCC3)C=C1 (4-[1-(4-fluoro-benzyl)-1 H-benzoimidazole-2-carbonyl]-piperidine), C([O-])(O)=O.[Na+] (sodium bicarbonate). Solvent: O1CCCC1.O (tetrahydrofuran water), ClCCl (dichloromethane). Reaction conditions: time 72 hour. The product is COC=1C=C(C(=O)N2CC(CC2)(C2=CC(=C(C=C2)OC)OC)CCN2CCC(CC2)C(=O)C2=NC3=C(N2CC2=CC=C(C=C2)F)C=CC=C3)C=C(C1OC)OC (1-(3,4,5-Trimethoxy-benzoyl)-3-[2-[4-[1-(4-fluoro-benzyl)-1H-benzoimidazole-2-carbonyl]-piperidin-1-yl]-ethyl]-3-(3,4-dimethoxy-phenyl)-pyrrolidine). As a reaction SMILES: [CH3:1][O:2][C:3]1[CH:4]=[C:5]([CH:29]=[C:30]([O:34][CH3:35])[C:31]=1[O:32][CH3:33])[C:6]([N:8]1[CH2:12][CH2:11][C:10]([C:19]2[CH:24]=[CH:23][C:22]([O:25][CH3:26])=[C:21]([O:27][CH3:28])[CH:20]=2)([CH2:13][CH2:14]S(C)(=O)=O)[CH2:9]1)=[O:7].[F:36][C:37]1[CH:60]=[CH:59][C:40]([CH2:41][N:42]2[C:46]3[CH:47]=[CH:48][CH:49]=[CH:50][C:45]=3[N:44]=[C:43]2[C:51]([CH:53]2[CH2:58][CH2:57][NH:56][CH2:55][CH2:54]2)=[O:52])=[CH:39][CH:38]=1.C(=O)(O)[O-].[Na+].C(OCC)(=O)C.CO>O1CCCC1.O.ClCCl>[CH3:1][O:2][C:3]1[CH:4]=[C:5]([CH:29]=[C:30]([O:34][CH3:35])[C:31]=1[O:32][CH3:33])[C:6]([N:8]1[CH2:12][CH2:11][C:10]([CH2:13][CH2:14][N:56]2[CH2:57][CH2:58][CH:53]([C:51]([C:43]3[N:42]([CH2:41][C:40]4[CH:39]=[CH:38][C:37]([F:36])=[CH:60][CH:59]=4)[C:46]4[CH:47]=[CH:48][CH:49]=[CH:50][C:45]=4[N:44]=3)=[O:52])[CH2:54][CH2:55]2)([C:19]2[CH:24]=[CH:23][C:22]([O:25][CH3:26])=[C:21]([O:27][CH3:28])[CH:20]=2)[CH2:9]1)=[O:7] |f:2.3,4.5,6.7|. Procedure: Combine 1-(3,4,5-trimethoxy-benzoyl)-3-(3,4-dimethoxy-phenyl)-3-(2-methanesulfonyl-ethyl)-pyrrolidine (0.69 g, 1.32 mmol) and 4-[1-(4-fluoro-benzyl)-1 H-benzoimidazole-2-carbonyl]-piperidine (0.49 g, 1.42 mmol), and sodium bicarbonate (0.223 g, 2.64 mmol) in tetrahydrofuran/water (15/4) (30 mL). Heat to reflux. After 72 hours, cool and evaporate in vacuo to obtain a residue. Partition the residue between dichloromethane and 5% sodium bicarbonate solution. Dry the organic layer over MgSO4, filter... Reactants: NC=1C=C(C#N)C=CC1N (3,4-diaminobenzonitrile), C(CC)N(CCC)CC1=CC=C(C(=O)O)C=C1 (4-dipropylaminomethyl-benzoic acid), CCN=C=NCCCN(C)C.Cl (WSCI hydrochloride), C=1C=CC2=C(C1)N=NN2O (HOBt). Solvent: C(Cl)(Cl)Cl (chloroform). Run at time 2 hour. Yields the product NC1=C(C=C(C=C1)C#N)NC(C1=CC=C(C=C1)CN(CCC)CCC)=O (N-(2-amino-5-cyano-phenyl)-4-dipropylaminomethyl-benzamide). Isolated yield 52.3%. Reaction SMILES: [CH2:1]([N:4]([CH2:8][C:9]1[CH:17]=[CH:16][C:12]([C:13]([OH:15])=O)=[CH:11][CH:10]=1)[CH2:5][CH2:6][CH3:7])[CH2:2][CH3:3].CCN=C=NCCCN(C)C.Cl.C1C=CC2N(O)N=NC=2C=1.[NH2:40][C:41]1[CH:42]=[C:43]([CH:46]=[CH:47][C:48]=1[NH2:49])[C:44]#[N:45]>C(Cl)(Cl)Cl>[NH2:49][C:48]1[CH:47]=[CH:46][C:43]([C:44]#[N:45])=[CH:42][C:41]=1[NH:40][C:13](=[O:15])[C:12]1[CH:11]=[CH:10][C:9]([CH2:8][N:4]([CH2:1][CH2:2][CH3:3])[CH2:5][CH2:6][CH3:7])=[CH:17][CH:16]=1 |f:1.2|. Procedure: The compound (1.01 g) obtained in Example 29-3, WSCI hydrochloride (973 mg), and HOBt (894 mg) were dissolved in chloroform (30 ml), and the whole was stirred for 2 hours. Then, the compound (445 mg) obtained in Example 29-1 was added thereto and the whole was stirred at room temperature for 3 hours. After completion of the reaction, the solvent was distilled off under reduced pressure. Then, the residue was dissolved in chloroform and washed with a saturated ammonium chloride aqueous solution, ...